Dataset: the Open Reaction Database (ORD), a public repository of structured organic reaction records. Task: describe an organic reaction: reactants, conditions, products, and yield Reactants: CC(C)(C)Cn1c(N)c(N=O)c(=O)[nH]c1=O, O. Yields the product CC(C)(C)Cn1c(N)c(N)c(=O)[nH]c1=O. As a reaction SMILES: [NH2:1][c:2]1[c:3]([N:15]=[O:16])[c:4](=[O:14])[nH:5][c:6](=[O:13])[n:7]1[CH2:8][C:9]([CH3:10])([CH3:11])[CH3:12].[OH2:17]>>[NH2:1][c:2]1[c:3]([NH2:15])[c:4](=[O:14])[nH:5][c:6](=[O:13])[n:7]1[CH2:8][C:9]([CH3:10])([CH3:11])[CH3:12]. The reactants are [H-].C(C(C)C)[Al+]CC(C)C (diisobutylaluminum hydride), CC1=C(N=C(O1)C1=CC=CC=C1)CCOC1=CC=C(C=CC(=O)OCC)C=C1 (ethyl 4-[2-(5-methyl-2-phenyl-4-oxazolyl)ethoxy]cinnamate), Cl (HCl). The solvent is C1(=CC=CC=C1)C (toluene), C1(=CC=CC=C1)C (toluene). Conditions: time 2 hour. The product is CC1=C(N=C(O1)C1=CC=CC=C1)CCOC1=CC=C(C=C1)/C=C/CO ((E)-3-[4-[2-(5-methyl-2-phenyl-4-oxazolyl)ethoxy]phenyl]-2-propen-1-ol). The yield is 90.0%. As a reaction SMILES: [H-].C([Al+]CC(C)C)C(C)C.[CH3:11][C:12]1[O:16][C:15]([C:17]2[CH:22]=[CH:21][CH:20]=[CH:19][CH:18]=2)=[N:14][C:13]=1[CH2:23][CH2:24][O:25][C:26]1[CH:38]=[CH:37][C:29]([CH:30]=[CH:31][C:32](OCC)=[O:33])=[CH:28][CH:27]=1.Cl>C1(C)C=CC=CC=1>[CH3:11][C:12]1[O:16][C:15]([C:17]2[CH:18]=[CH:19][CH:20]=[CH:21][CH:22]=2)=[N:14][C:13]=1[CH2:23][CH2:24][O:25][C:26]1[CH:38]=[CH:37][C:29](/[CH:30]=[CH:31]/[CH2:32][OH:33])=[CH:28][CH:27]=1 |f:0.1|. Procedure details: A toluene solution of diisobutylaluminum hydride (1.5M, 67 ml) was added dropwise at 0° C. to a suspension of ethyl 4-[2-(5-methyl-2-phenyl-4-oxazolyl)ethoxy]cinnamate (15.0 g) in toluene (200 ml). The mixture was stirred for 2 hours at room temperature, to which was added 2N HCl (200 ml) under ice-cooling. The organic layer was washed with water, dried (MgSO4) and concentrated to give (E)-3-[4-[2-(5-methyl-2-phenyl-4-oxazolyl)ethoxy]phenyl]-2-propen-1-ol (12,0 g, 90%), which was recrystallized ...